This data is from the Open Reaction Database (ORD), a public repository of structured organic reaction records. The task is: describe an organic reaction: reactants, conditions, products, and yield The reactants are ClCCl, Cc1[nH]nc(-c2cccc(C(N)=O)n2)c1Cl. Yields the product Cc1[nH]nc(-c2cccc(C#N)n2)c1Cl. As a reaction SMILES: [Cl:17][CH2:18][Cl:19].[Cl:1][c:2]1[c:3](-[c:8]2[cH:9][cH:10][cH:11][c:12]([C:14](=[O:15])[NH2:16])[n:13]2)[n:4][nH:5][c:6]1[CH3:7]>>[Cl:1][c:2]1[c:3](-[c:8]2[cH:9][cH:10][cH:11][c:12]([C:14]#[N:16])[n:13]2)[n:4][nH:5][c:6]1[CH3:7]. The reactants are C(C)(C)OC(OC(C)C)B (diisopropoxymethyl borane), FC1=CC=C(C(=O)C2=C(C=C(C#N)C=C2)CO)C=C1 (4-(4-fluorobenzoyl)-3-hydroxymethyl-benzonitrile), 1S,2R—N-methylephedrine, N#N (N2). Solvent: C1(=CC=CC=C1)C (toluene). Conditions: temperature -80 celsius, time 30 minute. The product is FC1=CC=C(C=C1)C(C1=C(C=C(C#N)C=C1)CO)O (4-[(4-fluorophenyl)-hydroxy-methyl]-3-hydroxymethyl-benzonitrile). Yield: 10.0%. Reaction SMILES: [F:1][C:2]1[CH:19]=[CH:18][C:5]([C:6]([C:8]2[CH:15]=[CH:14][C:11]([C:12]#[N:13])=[CH:10][C:9]=2[CH2:16][OH:17])=[O:7])=[CH:4][CH:3]=1.N#N.C(OC(B)OC(C)C)(C)C>C1(C)C=CC=CC=1>[F:1][C:2]1[CH:3]=[CH:4][C:5]([CH:6]([OH:7])[C:8]2[CH:15]=[CH:14][C:11]([C:12]#[N:13])=[CH:10][C:9]=2[CH2:16][OH:17])=[CH:18][CH:19]=1. Reported procedure: 145 mg of 4-(4-fluorobenzoyl)-3-hydroxymethyl-benzonitrile (0.56 mmol, 1.0 eq.) and 100 mg of 1S,2R—N-methylephedrine 99% (0.56 mmol, 1.0 eq.) are dissolved in a two-necked round bottomed flask in 3 mL of toluene under an inert atmosphere (N2). At room temperature, 160 μL of diisopropoxymethyl borane (0.59 mmol, 1.05 eq.) is added. The reaction mixture is brought to 70° C. and stirred at this temperature for 30 minutes. The solvent is gently removed under reduced pressure within 15 minutes. 3 mL... The reactants are [H-].[Na+] (sodium hydride), ClC=1C=C(N)C=CC1 (m-chloroaniline), CC1=C(C(=C(C1)C)C)C (tetramethylcyclopentadiene), [H-].[Na+] (Sodium hydride). Run in O1CCCC1 (tetrahydrofuran), O1CCCC1 (tetrahydrofuran). Run at temperature 50 celsius, time 1 hour. Yields the product CC1=C(C(=C(C1[Na])C)C)C (tetramethylcyclopentadienylsodium). Reaction SMILES: [H-].[Na+:2].ClC1C=C(C=CC=1)N.[CH3:11][C:12]1[CH2:16][C:15]([CH3:17])=[C:14]([CH3:18])[C:13]=1[CH3:19]>O1CCCC1>[CH3:11][C:12]1[CH:16]([Na:2])[C:15]([CH3:17])=[C:14]([CH3:18])[C:13]=1[CH3:19] |f:0.1|. Procedure: Sodium hydride (containing mineral oil; the content of sodium hydride: 60%) (0.80 g) and m-chloroaniline (0.064 g) were added to the solution of tetramethylcyclopentadiene (1.34 g; purity: 91.3%; pure compound: 1.22 g) dissolved in tetrahydrofuran (6.73 g), and stirred at 50° C. for one hour. Thus, tetramethylcyclopentadienylsodium was obtained in the form of a solution in tetrahydrofuran.